Dataset: the Open Reaction Database (ORD), a public repository of structured organic reaction records. Task: describe an organic reaction: reactants, conditions, products, and yield Reactants: C(C)OC(COC1=C(C=CC=C1)C)=O (2-Methylphenoxy-acetic acid ethyl ester), C1(=CC=CC=2CCCCC12)O (5,6,7,8-tetrahydro-1-naphthol). Product: C(C)OC(COC1=CC=CC=2CCCCC12)=O ((5,6,7,8-Tetrahydro-naphthalen-1-yloxy)-acetic acid ethyl ester). RXN SMILES: [CH2:1]([O:3][C:4](=[O:14])[CH2:5][O:6][C:7]1[CH:12]=[CH:11][CH:10]=[CH:9][C:8]=1[CH3:13])[CH3:2].[C:15]1(O)[C:24]2CCCCC=2C=C[CH:16]=1>>[CH2:1]([O:3][C:4](=[O:14])[CH2:5][O:6][C:7]1[C:8]2[CH2:13][CH2:24][CH2:15][CH2:16][C:9]=2[CH:10]=[CH:11][CH:12]=1)[CH3:2]. Procedure details: The title compound was prepared according to the method described for preparing compound 10.1, using 5,6,7,8-tetrahydro-1-naphthol as the starting material. The reactants are CC1CCC(CC1)CO (4-methyl-1-cyclohexanemethanol), CN(C=O)C (dimethylformamide), initial product, ice water, [H-].[Na+] (sodium hydride), FC1=C(C=C(C=O)C=C1)C(F)(F)F (4-fluoro-3-(trifluoromethyl)benzaldehyde), CN(C=O)C (dimethylformamide). The product is CC1(CCCCC1)COC1=C(C=C(C=O)C=C1)C(F)(F)F (4-((methylcyclohexyl)methoxy)-3-(trifluoromethyl)benzaldehyde). Procedure details: 30 ml of dried dimethylformamide containing 4-methyl-1-cyclohexanemethanol (1 g, 7.8 mmol) was added to sodium hydride (342.2 mg, 8.58 mmol, 60% dispersed oil) and slowly stirred at room temperature under nitrogen. The mixture was further stirred at room temperature for 30 minutes and added to 5 ml of dried dimethylformamide containing 4-fluoro-3-(trifluoromethyl)benzaldehyde (1.2 g, 7.8 mmol) over 10 minutes. Then, the reaction mixture was stirred at room temperature for 18 hours until the init... Reaction SMILES: C[CH:2]1[CH2:7][CH2:6][CH:5]([CH2:8][OH:9])[CH2:4][CH2:3]1.[H-].[Na+].F[C:13]1[CH:20]=[CH:19][C:16]([CH:17]=[O:18])=[CH:15][C:14]=1[C:21]([F:24])([F:23])[F:22].[CH3:25]N(C)C=O>>[CH3:25][C:5]1([CH2:8][O:9][C:13]2[CH:20]=[CH:19][C:16]([CH:17]=[O:18])=[CH:15][C:14]=2[C:21]([F:24])([F:23])[F:22])[CH2:4][CH2:3][CH2:2][CH2:7][CH2:6]1 |f:1.2|. The yield is 87.0%.